Dataset: the Open Reaction Database (ORD), a public repository of structured organic reaction records. Task: describe an organic reaction: reactants, conditions, products, and yield Reactants: C1(=CC=CC=C1)C (toluene), solution, solution, P(=O)([O-])([O-])[O-] (phosphate), C1=CC=C(C(=C1)[N+](=O)[O-])OC2C(C(C(C(O2)CO)O)O)O (O-nitrophenyl-β-D-galactopyranoside), O (water). The solvent is C(=O)([O-])[O-].[Na+].[Na+] (Na2CO3). Conditions: time 30 minute. Yields the product [N+](=O)([O-])OC1=CC=CC=C1 (O-nitrophenol). As a reaction SMILES: [C:1]1(C)[CH:6]=[CH:5][CH:4]=[CH:3][CH:2]=1.P([O-])([O-])([O-])=O.C1C=C([N+:19]([O-:21])=[O:20])C(OC2OC(CO)C(O)C(O)C2O)=CC=1.[OH2:34]>C([O-])([O-])=O.[Na+].[Na+]>[N+:19]([O:21][C:1]1[CH:6]=[CH:5][CH:4]=[CH:3][CH:2]=1)([O-:34])=[O:20] |f:4.5.6|. Reported procedure: After the culture, each 1 ml of culture medium was added 15 μl of toluene and shaked at 37° C. for 30 minutes. After shaking, the culture medium was diluted 10 to 100 times in order to measure the produced amount of β-galactosidase. One ml of the solution was taken out and shaked at 30° C. for 5 minutes, followed by addition of 3.5 ml of 0.2M phosphate buffer (pH 7.25) and 0.5 ml of 0.01M O-nitrophenyl-β-D-galactopyranoside (ONPG) and 10 minutes' shaking. After sampling 1 ml of the solution and ... The reactants are ClC1=NC(=CC=C1[N+](=O)[O-])OC (2-chloro-6-methoxy-3-nitropyridine), C[S-].[Na+] (sodium thiomethoxide). The solvent is CO (methanol), CO (methanol). Conditions: time 17 hour. The product is COC1=CC=C(C(=N1)SC)[N+](=O)[O-] (6-methoxy-2-methylthio-3-nitropyridine). Isolated yield 60.5%. Reaction SMILES: Cl[C:2]1[C:7]([N+:8]([O-:10])=[O:9])=[CH:6][CH:5]=[C:4]([O:11][CH3:12])[N:3]=1.[CH3:13][S-:14].[Na+]>CO>[CH3:12][O:11][C:4]1[N:3]=[C:2]([S:14][CH3:13])[C:7]([N+:8]([O-:10])=[O:9])=[CH:6][CH:5]=1 |f:1.2|. Reported procedure: A methanol (100 ml) solution of 2-chloro-6-methoxy-3-nitropyridine (2.0 g, 10.4 mmol) was added dropwise to a methanol (20 ml) solution of sodium thiomethoxide (805 mg, 10.9 mmol) while being cooled with ice, and the temperature thereof was raised to the room temperature and the mixed solution was stirred for 17 hours and the precipitated crystal was filtered to obtain 1.26 g (yield 59%) of 6-methoxy-2-methylthio-3-nitropyridine as a yellow powdery crystal. Starting materials: CC(=C)C(CC1=CC=CC=C1)O (2-methyl-4-phenylbut-1-en-3-ol), C1(=CC=CC=C1)P(C1=CC=CC=C1)C1=CC=CC=C1 (triphenylphosphine), CCCCC (pentane). Run in O1CCCC1 (tetrahydrofuran), C(Cl)(Cl)(Cl)Cl (carbon tetrachloride). The product is CC(=C)C#CC1=CC=CC=C1 (2-methyl-4-phenylbut-1-en-3-yne). RXN SMILES: [CH3:1][C:2]([CH:4](O)[CH2:5][C:6]1[CH:11]=[CH:10][CH:9]=[CH:8][CH:7]=1)=[CH2:3].C1(P(C2C=CC=CC=2)C2C=CC=CC=2)C=CC=CC=1.CCCCC>O1CCCC1.C(Cl)(Cl)(Cl)Cl>[CH3:3][C:2]([C:4]#[C:5][C:6]1[CH:11]=[CH:10][CH:9]=[CH:8][CH:7]=1)=[CH2:1]. Procedure details: A solution of 100 mmol of 2-methyl-4-phenylbut-1-en-3-ol (16.02 g) in 90 mL of tetrahydrofuran and 210 mL of carbon tetrachloride was mixed with 300 mmol (78.70 g) of dry triphenylphosphine. The solution was heated to boiling under reflux for 2 hours, whereupon a precipitate formed. After cooling, 400 mL of pentane was added and the precipitate was separated by filtration. The solvent was removed from the filtrate under reduced pressure and the residue was fractionally distilled to give 2-methyl... Reactants: BrCCCCCBr, CO, NCC1=C2C(=O)N=C(N)N=C2N=C1. The product is NC1=NC(=O)C2=C(CN3CCCCC3)C=NC2=N1. RXN SMILES: [Br:14][CH2:15][CH2:16][CH2:17][CH2:18][CH2:19][Br:20].[CH3:21][OH:22].[NH2:1][C:2]1=[N:3][C:4](=[O:13])[C:5]2=[C:10]([CH2:11][NH2:12])[CH:9]=[N:8][C:6]2=[N:7]1>>[NH2:1][C:2]1=[N:3][C:4](=[O:13])[C:5]2=[C:10]([CH2:11][N:12]3[CH2:15][CH2:16][CH2:17][CH2:18][CH2:19]3)[CH:9]=[N:8][C:6]2=[N:7]1. The reactants are C1CCOC1, Cc1ccc(CCO)o1, Oc1ccc(C(F)(F)F)cc1, c1ccc(P(c2ccccc2)c2ccccc2)cc1. Yields the product Cc1ccc(CCOc2ccc(C(F)(F)F)cc2)o1. As a reaction SMILES: [CH2:40]1[O:41][CH2:42][CH2:43][CH2:44]1.[CH3:31][c:32]1[cH:33][cH:34][c:35]([CH2:37][CH2:38][OH:39])[o:36]1.[F:20][C:21]([c:22]1[cH:23][cH:24][c:25]([OH:28])[cH:26][cH:27]1)([F:29])[F:30].[c:1]1([P:2]([c:3]2[cH:4][cH:5][cH:6][cH:7][cH:8]2)[c:9]2[cH:10][cH:11][cH:12][cH:13][cH:14]2)[cH:15][cH:16][cH:17][cH:18][cH:19]1>>[F:20][C:21]([c:22]1[cH:23][cH:24][c:25]([O:28][CH2:38][CH2:37][c:35]2[cH:34][cH:33][c:32]([CH3:31])[o:36]2)[cH:26][cH:27]1)([F:29])[F:30]. Product: NC=1C(=C2CCCC(C2=C(C1Cl)C)=O)Cl (6-Amino-5,7-dichloro-8-methyl-1-tetralone). Reaction SMILES: C([NH:4][C:5]1C=[C:7]2[C:12](=[C:13]([CH3:15])[CH:14]=1)[C:11](=[O:16])[CH2:10][CH2:9][CH2:8]2)(=O)C.C(O[Cl:22])(C)(C)C.[CH:23]([Cl:26])(Cl)Cl>>[NH2:4][C:5]1[C:23]([Cl:26])=[C:7]2[C:12](=[C:13]([CH3:15])[C:14]=1[Cl:22])[C:11](=[O:16])[CH2:10][CH2:9][CH2:8]2. Isolated yield 50.0%. Starting materials: C(C)(=O)NC=1C=C2CCCC(C2=C(C1)C)=O (6-Acetylamino-8-methyl-1-tetralone), C(C)(C)(C)OCl (t-butylhypochlorite), C(Cl)(Cl)Cl (chloroform). Conditions: temperature -78 celsius, time 10 minute. Procedure details: A solution of the product from Example 130 (1.78 g) in chloroform (50 ml) at -78° C. was treated with t-butylhypochlorite (2 ml) in two portions. The reaction was stirred at -78° C. for 10 minutes. Following the procedure of Example 95 the desired product was obtained in 50% yield. The reactants are CCO, CCCN(CCC)C(=O)c1csc2ccc([N+](=O)[O-])cc12. Product: CCCN(CCC)C(=O)c1csc2ccc(N)cc12. Reaction SMILES: [CH3:22][CH2:23][OH:24].[N+:1]([O-:2])(=[O:3])[c:4]1[cH:5][cH:6][c:7]2[c:8]([c:9]([C:12](=[O:13])[N:14]([CH2:15][CH2:16][CH3:17])[CH2:18][CH2:19][CH3:20])[cH:10][s:11]2)[cH:21]1>>[NH2:1][c:4]1[cH:5][cH:6][c:7]2[c:8]([c:9]([C:12](=[O:13])[N:14]([CH2:15][CH2:16][CH3:17])[CH2:18][CH2:19][CH3:20])[cH:10][s:11]2)[cH:21]1. Product: O=C(Cc1ccc(Cl)cc1Cl)NCC1CN(Cc2ccc(Cl)c(Cl)c2)CCO1. Reactants: O=C(O)Cc1ccc(Cl)cc1Cl, NCC1CN(Cc2ccc(Cl)c(Cl)c2)CCO1. Reaction SMILES: [Cl:18][c:19]1[c:20]([CH2:26][C:27](=[O:28])[OH:29])[cH:21][cH:22][c:23]([Cl:25])[cH:24]1.[Cl:1][c:2]1[cH:3][c:4]([CH2:5][N:6]2[CH2:7][CH:8]([CH2:12][NH2:13])[O:9][CH2:10][CH2:11]2)[cH:14][cH:15][c:16]1[Cl:17]>>[Cl:1][c:2]1[cH:3][c:4]([CH2:5][N:6]2[CH2:7][CH:8]([CH2:12][NH:13][C:27]([CH2:26][c:20]3[c:19]([Cl:18])[cH:24][c:23]([Cl:25])[cH:22][cH:21]3)=[O:28])[O:9][CH2:10][CH2:11]2)[cH:14][cH:15][c:16]1[Cl:17].